From a dataset of the Open Reaction Database (ORD), a public repository of structured organic reaction records. describe an organic reaction: reactants, conditions, products, and yield The reactants are [H-].[H-].[H-].[H-].[Li+].[Al+3] (LiAlH4), O=C1N(C(C12CCN(CC2)C(=O)OC(C)(C)C)C2=CC=C(C=C2)Cl)C(C)C (1,1-dimethylethyl 1-oxo-3-(4-chlorophenyl)-2-isopropyl-2,7-diazaspiro[3.5]nonane-7-carboxylate), [Al+3].[Cl-].[Cl-].[Cl-] (AlCl3). The solvent is C1CCOC1 (THF), C1CCOC1 (THF). Run at time 15 minute. The product is ClC1=CC=C(C=C1)C1N(CC12CCN(CC2)C(=O)OC(C)(C)C)C(C)C (1,1-Dimethylethyl 1-(4-chlorophenyl)-2-isopropyl-2,7-diazaspiro[3.5]nonane-7-carboxylate). Reaction SMILES: [H-].[H-].[H-].[H-].[Li+].[Al+3].[Al+3].[Cl-].[Cl-].[Cl-].O=[C:12]1[C:15]2([CH2:20][CH2:19][N:18]([C:21]([O:23][C:24]([CH3:27])([CH3:26])[CH3:25])=[O:22])[CH2:17][CH2:16]2)[CH:14]([C:28]2[CH:33]=[CH:32][C:31]([Cl:34])=[CH:30][CH:29]=2)[N:13]1[CH:35]([CH3:37])[CH3:36]>C1COCC1>[Cl:34][C:31]1[CH:30]=[CH:29][C:28]([CH:14]2[C:15]3([CH2:16][CH2:17][N:18]([C:21]([O:23][C:24]([CH3:26])([CH3:25])[CH3:27])=[O:22])[CH2:19][CH2:20]3)[CH2:12][N:13]2[CH:35]([CH3:37])[CH3:36])=[CH:33][CH:32]=1 |f:0.1.2.3.4.5,6.7.8.9|. Procedure details: Under a nitrogen atmosphere, in a dry 500 mL 3-necked flask, add LiAlH4 (0.87 g) and THF (dried over Mol sieves) (96 mL) and cool to 10 C (ice bath). Add AlCl3 (3.33 g) portionwise keeping the temperature at ˜10 C. Heat to 50-60 C for 30 min., then cool to −40 to −50 C, Add 1,1-dimethylethyl 1-oxo-3-(4-chlorophenyl)-2-isopropyl-2,7-diazaspiro[3.5]nonane-7-carboxylate (5.75 g in dry THF (150 mL). Warm the reaction mixture to −20 C and monitor at 15 min intervals until starting material is gone (˜... Starting materials: CC(C)(C)c1nc(C2CCC2)cc(N2CCNCC2)n1, O=C1CCC(=O)N(CCCCCl)c2ccccc21. Product: CC(C)(C)c1nc(C2CCC2)cc(N2CCN(CCCCN3C(=O)CCC(=O)c4ccccc43)CC2)n1, Cl. Reaction SMILES: [C:1]([CH3:2])([CH3:3])([CH3:4])[c:5]1[n:6][c:7]([N:15]2[CH2:16][CH2:17][NH:18][CH2:19][CH2:20]2)[cH:8][c:9]([CH:11]2[CH2:12][CH2:13][CH2:14]2)[n:10]1.[Cl:21][CH2:22][CH2:23][CH2:24][CH2:25][N:26]1[C:27](=[O:38])[CH2:28][CH2:29][C:30](=[O:37])[c:31]2[c:32]1[cH:33][cH:34][cH:35][cH:36]2>>[C:1]([CH3:2])([CH3:3])([CH3:4])[c:5]1[n:6][c:7]([N:15]2[CH2:16][CH2:17][N:18]([CH2:22][CH2:23][CH2:24][CH2:25][N:26]3[C:27](=[O:38])[CH2:28][CH2:29][C:30](=[O:37])[c:31]4[c:32]3[cH:33][cH:34][cH:35][cH:36]4)[CH2:19][CH2:20]2)[cH:8][c:9]([CH:11]2[CH2:12][CH2:13][CH2:14]2)[n:10]1.[ClH:21]. The reactants are O, O=[N+]([O-])O, CC(C)c1ccc(C(=O)O)cc1, O=S(=O)(O)O. Yields the product CC(C)c1ccc(C(=O)O)cc1[N+](=O)[O-]. As a reaction SMILES: [OH2:17].[OH:13][N+:14]([O-:15])=[O:16].[OH:1][C:2](=[O:3])[c:4]1[cH:5][cH:6][c:7]([CH:8]([CH3:9])[CH3:10])[cH:11][cH:12]1.[S:18](=[O:19])(=[O:20])([OH:21])[OH:22]>>[OH:1][C:2](=[O:3])[c:4]1[cH:5][c:6]([N+:14](=[O:13])[O-:15])[c:7]([CH:8]([CH3:9])[CH3:10])[cH:11][cH:12]1. Starting materials: OCC(C)(C)S(=O)(=O)CC(C(=O)OCC1=CC=CC=C1)CC1=CC=CC=C1 (benzyl rac-α-[[(2-hydroxy-1,1-dimethylethyl)sulfonyl]methyl]hydrocinnamate), C(C)(C)N=C=O (isopropyl isocyanate), 100o. Run in C1(=CC=CC=C1)C (toluene). Product: C(C)(C)NC(=O)OCC(C)(C)S(=O)(=O)CC(C(=O)OCC1=CC=CC=C1)CC1=CC=CC=C1 (benzyl rac-α-[[[2-[(isopropylcarbamoyl)oxy]-1,1-dimethylethyl]sulfonyl]methyl]hydrocinnamate). RXN SMILES: [OH:1][CH2:2][C:3]([S:6]([CH2:9][CH:10]([CH2:21][C:22]1[CH:27]=[CH:26][CH:25]=[CH:24][CH:23]=1)[C:11]([O:13][CH2:14][C:15]1[CH:20]=[CH:19][CH:18]=[CH:17][CH:16]=1)=[O:12])(=[O:8])=[O:7])([CH3:5])[CH3:4].[CH:28]([N:31]=[C:32]=[O:33])([CH3:30])[CH3:29]>C1(C)C=CC=CC=1>[CH:28]([NH:31][C:32]([O:1][CH2:2][C:3]([S:6]([CH2:9][CH:10]([CH2:21][C:22]1[CH:23]=[CH:24][CH:25]=[CH:26][CH:27]=1)[C:11]([O:13][CH2:14][C:15]1[CH:16]=[CH:17][CH:18]=[CH:19][CH:20]=1)=[O:12])(=[O:8])=[O:7])([CH3:5])[CH3:4])=[O:33])([CH3:30])[CH3:29]. Procedure: A solution of 1.0 g (2.56 mmol) of benzyl rac-α-[[(2-hydroxy-1,1-dimethylethyl)sulfonyl]methyl]hydrocinnamate and 0.97 g (10.24 mmol) of isopropyl isocyanate in 20 ml of dry toluene was heated to 100o for 4 hours. Subsequently, the reaction solution was evaporated under reduced pressure. The benzyl rac-α-[[[2-[(isopropylcarbamoyl)oxy]-1,1-dimethylethyl]sulfonyl]methyl]hydrocinnamate was obtained in quantitative yield as a yellowish oil, MS: 384 (M-benzyl)+.